From a dataset of the Open Reaction Database (ORD), a public repository of structured organic reaction records. describe an organic reaction: reactants, conditions, products, and yield Reactants: O=C(n1ccnc1)n1ccnc1, ClCCl, CC(=O)c1ccc(-c2sc(N)nc2C)cc1F. The product is CC(=O)c1ccc(-c2sc(NC(=O)n3ccnc3)nc2C)cc1F. RXN SMILES: [C:18](=[O:19])([n:20]1[cH:21][n:22][cH:23][cH:24]1)[n:25]1[cH:26][cH:27][n:28][cH:29]1.[Cl:30][CH2:31][Cl:32].[NH2:1][c:2]1[s:3][c:4](-[c:8]2[cH:9][c:10]([F:17])[c:11]([C:14]([CH3:15])=[O:16])[cH:12][cH:13]2)[c:5]([CH3:7])[n:6]1>>[NH:1]([c:2]1[s:3][c:4](-[c:8]2[cH:9][c:10]([F:17])[c:11]([C:14]([CH3:15])=[O:16])[cH:12][cH:13]2)[c:5]([CH3:7])[n:6]1)[C:18](=[O:19])[n:20]1[cH:21][n:22][cH:23][cH:24]1. The reactants are COC(=O)c1cc(Cl)n2nc(COC(C)=O)nc2n1, CO, [Na], O, S. The product is COC(=O)c1cc(S)n2nc(COC(C)=O)nc2n1. As a reaction SMILES: [C:1]([CH3:2])(=[O:3])[O:4][CH2:5][c:6]1[n:7][n:8]2[c:9]([n:10][c:11]([C:15](=[O:16])[O:17][CH3:18])[cH:12][c:13]2[Cl:14])[n:19]1.[CH3:23][OH:24].[Na:22].[OH2:20].[SH2:21]>>[C:1]([CH3:2])(=[O:3])[O:4][CH2:5][c:6]1[n:7][n:8]2[c:9]([n:10][c:11]([C:15](=[O:16])[O:17][CH3:18])[cH:12][c:13]2[SH:21])[n:19]1.